describe an organic reaction: reactants, conditions, products, and yield From a dataset of the Open Reaction Database (ORD), a public repository of structured organic reaction records. Reactants: CCCCCCCCC=CCCCCCCCCN(CCCCCCCCC=CCCCCCCCC)C(=O)CBr, CCCCCC, CC(C)=O, [I-], [Na+]. Product: CCCCCCCCC=CCCCCCCCCN(CCCCCCCCC=CCCCCCCCC)C(=O)CI. As a reaction SMILES: [Br:1][CH2:2][C:3](=[O:4])[N:5]([CH2:6][CH2:7][CH2:8][CH2:9][CH2:10][CH2:11][CH2:12][CH2:13][CH:14]=[CH:15][CH2:16][CH2:17][CH2:18][CH2:19][CH2:20][CH2:21][CH2:22][CH3:23])[CH2:24][CH2:25][CH2:26][CH2:27][CH2:28][CH2:29][CH2:30][CH2:31][CH:32]=[CH:33][CH2:34][CH2:35][CH2:36][CH2:37][CH2:38][CH2:39][CH2:40][CH3:41].[CH3:44][CH2:45][CH2:46][CH2:47][CH2:48][CH3:49].[CH3:50][C:51](=[O:52])[CH3:53].[I-:43].[Na+:42]>>[CH2:2]([C:3](=[O:4])[N:5]([CH2:6][CH2:7][CH2:8][CH2:9][CH2:10][CH2:11][CH2:12][CH2:13][CH:14]=[CH:15][CH2:16][CH2:17][CH2:18][CH2:19][CH2:20][CH2:21][CH2:22][CH3:23])[CH2:24][CH2:25][CH2:26][CH2:27][CH2:28][CH2:29][CH2:30][CH2:31][CH:32]=[CH:33][CH2:34][CH2:35][CH2:36][CH2:37][CH2:38][CH2:39][CH2:40][CH3:41])[I:43]. Starting materials: NC=1C=C(C=CC1)S (3-Aminobenzenethiol), FC(C(F)F)(OC=1C=C(C=O)C=CC1)F (3-(1,1,2,2-tetrafluoro-ethoxy)benzaldehyde), C(C)(=O)O (acetic acid), [BH-](OC(=O)C)(OC(=O)C)OC(=O)C.[Na+] (NaBH(OAc)3). Run in ClC(C)Cl (dichloroethane). Conditions: time 18 hour. The product is FC(C(F)F)(OC=1C=C(C=CC1)CNC=1C=C(C=CC1)S)F (3-[[[3-(1,1,2,2-tetrafluoroethoxy)phenyl]methyl]amino]benzenethiol). Yield: 71.9%. Reaction SMILES: [NH2:1][C:2]1[CH:3]=[C:4]([SH:8])[CH:5]=[CH:6][CH:7]=1.[F:9][C:10]([F:23])([O:14][C:15]1[CH:16]=[C:17]([CH:20]=[CH:21][CH:22]=1)[CH:18]=O)[CH:11]([F:13])[F:12].C(O)(=O)C.[BH-](OC(C)=O)(OC(C)=O)OC(C)=O.[Na+]>ClC(Cl)C>[F:9][C:10]([F:23])([O:14][C:15]1[CH:16]=[C:17]([CH2:18][NH:1][C:2]2[CH:3]=[C:4]([SH:8])[CH:5]=[CH:6][CH:7]=2)[CH:20]=[CH:21][CH:22]=1)[CH:11]([F:12])[F:13] |f:3.4|. Reported procedure: 3-Aminobenzenethiol (2.4 mL, 22.5 mmol) and 3-(1,1,2,2-tetrafluoro-ethoxy)benzaldehyde (5 g, 22.5 mmol) were dissolved in 40 mL of dichloroethane and acetic acid (1.35 mL, 23.7 mmol), then solid NaBH(OAc)3 (6.2 g, 29.3 mmol) was added. The mixture was stirred at room temperature for 18 hours, then quenched with water and diluted with dichloromethane. The organic layer was washed with aqueous saturated sodium bicarbonate, then dried over MgSO4, and concentrated in vacuo. The crude product was pur... Starting materials: OC1=CC=C(C=2COC3=CC(=CC=C3C2)O)C=C1 (4′,7-Dihydroxyisoflav-3-ene), NC1=CC=C(C=C1)C (p-toluidine), C(C)O (ethanol), C=O (Formaldehyde). Reaction conditions: time 2 day. Yields the product C1(=CC=C(C=C1)N1COC2=C(C1)C=C1C=C(COC1=C2)C2=CC=C(C=C2)O)C (4-(3-p-Tolyl-2,3,4,8-tetrahydrochromeno[6,7-e][1,3]oxazin-7-yl)phenol). Yield: 22.0%. As a reaction SMILES: [OH:1][C:2]1[CH:18]=[CH:17][C:5]([C:6]2[CH2:7][O:8][C:9]3[C:14]([CH:15]=2)=[CH:13][CH:12]=[C:11](O)[CH:10]=3)=[CH:4][CH:3]=1.[NH2:19][C:20]1[CH:25]=[CH:24][C:23]([CH3:26])=[CH:22][CH:21]=1.[CH2:27]=[O:28].[CH2:29](O)C>>[C:23]1([CH3:26])[CH:24]=[CH:25][C:20]([N:19]2[CH2:29][C:12]3[CH:13]=[C:14]4[C:9](=[CH:10][C:11]=3[O:28][CH2:27]2)[O:8][CH2:7][C:6]([C:5]2[CH:17]=[CH:18][C:2]([OH:1])=[CH:3][CH:4]=2)=[CH:15]4)=[CH:21][CH:22]=1. Procedure: 4′,7-Dihydroxyisoflav-3-ene (499 mg, 2.08 mmol) and p-toluidine (290 mg, 2.71 mmol) were dissolved in ethanol (8 ml). Formaldehyde solution (2 ml, 0.03 mol, 37% wt) was added and the reaction stirred at room temperature for 2 days. The resulting precipitate was collected to afford the title compound (167 mg, 22%). The reactants are O=C1C(Cc2ccccc2)NC2(CCNCC2)N1Cc1ccccc1, COc1ccc(N=C=O)cc1, Cc1ccccc1. The product is COc1ccc(NC(=O)N2CCC3(CC2)NC(Cc2ccccc2)C(=O)N3Cc2ccccc2)cc1. Reaction SMILES: [CH2:12]([c:13]1[cH:14][cH:15][cH:16][cH:17][cH:18]1)[N:19]1[C:20](=[O:36])[CH:21]([CH2:29][c:30]2[cH:31][cH:32][cH:33][cH:34][cH:35]2)[NH:22][C:23]12[CH2:24][CH2:25][NH:26][CH2:27][CH2:28]2.[CH3:1][O:2][c:3]1[cH:4][cH:5][c:6]([N:9]=[C:10]=[O:11])[cH:7][cH:8]1.[CH3:37][c:38]1[cH:39][cH:40][cH:41][cH:42][cH:43]1>>[CH3:1][O:2][c:3]1[cH:4][cH:5][c:6]([NH:9][C:10](=[O:11])[N:26]2[CH2:25][CH2:24][C:23]3([N:19]([CH2:12][c:13]4[cH:14][cH:15][cH:16][cH:17][cH:18]4)[C:20](=[O:36])[CH:21]([CH2:29][c:30]4[cH:31][cH:32][cH:33][cH:34][cH:35]4)[NH:22]3)[CH2:28][CH2:27]2)[cH:7][cH:8]1.